From a dataset of the Open Reaction Database (ORD), a public repository of structured organic reaction records. describe an organic reaction: reactants, conditions, products, and yield The reactants are C1=CC=C(C(=C1)C(=C2C=C(C(=O)C(=C2)I)I)C3=CC(=C(C(=C3)I)[O-])I)C(=O)[O-].[Na+].[Na+].C(C)OC(=O)N1CCN(CC1)C([C@@H](N)CC1=CC(=CC=C1)[N+](=O)[O-])=O (TIPPS 3-nitro-(L)-phenylalanine-4-ethoxycarbonylpiperazide), [H][H] (hydrogen). Reagents/catalysts: [Pd] (palladium on activated carbon). Run in C(C)O (ethanol). Product: C1=CC=C(C(=C1)C(=C2C=C(C(=O)C(=C2)I)I)C3=CC(=C(C(=C3)I)[O-])I)C(=O)[O-].[Na+].[Na+].C(C)OC(=O)N1CCN(CC1)C([C@@H](N)CC1=CC(=CC=C1)N)=O (TIPPS 3-amino-(L)-phenylalanine-4-ethoxycarbonylpiperazide). As a reaction SMILES: [CH:1]1[CH:6]=[C:5]([C:7]([C:17]2[CH:22]=[C:21]([I:23])[C:20]([O-:24])=[C:19]([I:25])[CH:18]=2)=[C:8]2[CH:14]=[C:13]([I:15])[C:11](=[O:12])[C:10]([I:16])=[CH:9]2)[C:4]([C:26]([O-:28])=[O:27])=[CH:3][CH:2]=1.[Na+:29].[Na+].[CH2:31]([O:33][C:34]([N:36]1[CH2:41][CH2:40][N:39]([C:42](=[O:55])[C@H:43]([CH2:45][C:46]2[CH:51]=[CH:50][CH:49]=[C:48]([N+:52]([O-])=O)[CH:47]=2)[NH2:44])[CH2:38][CH2:37]1)=[O:35])[CH3:32].[H][H]>C(O)C.[Pd]>[CH:1]1[CH:6]=[C:5]([C:7]([C:8]2[CH:9]=[C:10]([I:16])[C:11]([O-:12])=[C:13]([I:15])[CH:14]=2)=[C:17]2[CH:18]=[C:19]([I:25])[C:20](=[O:24])[C:21]([I:23])=[CH:22]2)[C:4]([C:26]([O-:28])=[O:27])=[CH:3][CH:2]=1.[Na+:29].[Na+:29].[CH2:31]([O:33][C:34]([N:36]1[CH2:37][CH2:38][N:39]([C:42](=[O:55])[C@H:43]([CH2:45][C:46]2[CH:51]=[CH:50][CH:49]=[C:48]([NH2:52])[CH:47]=2)[NH2:44])[CH2:40][CH2:41]1)=[O:35])[CH3:32] |f:0.1.2.3,7.8.9.10|. Procedure details: TIPPS-3-nitro-(L)-phenylalanine-4-ethoxycarbonylpiperazide (157 g; 176 mmol) was dissolved in 800 ml of ethanol, admixed with 19.7 g of 10% palladium on activated carbon catalyst and hydrogenated for 3 days by slowly passing through hydrogen. After filtering off the catalyst, the solvent was evaporated under vacuum and the crude product was chromatographically purified over silica gel. Starting materials: [Li]CCCC (n-BuLi), C(C)(C)NC(C)C (diisopropylamine), COC(CC1=CC2=C(N=CS2)C=C1)=O (benzothiazol-6-yl-acetic acid methyl ester), CN(P(=O)(N(C)C)N(C)C)C (hexamethylphosphoramide), CI (methyl iodide). Solvent: [NH4+].[Cl-] (NH4Cl), O1CCCC1 (tetrahydrofuran), O1CCCC1 (tetrahydrofuran), O1CCCC1 (tetrahydrofuran). Reaction conditions: temperature -30 celsius, time 30 minute. The product is COC(C(C)C1=CC2=C(N=CS2)C=C1)=O (2-Benzothiazol-6-yl-propionic acid methyl ester). Reaction SMILES: [Li][CH2:2]CCC.C(NC(C)C)(C)C.[CH3:13][O:14][C:15](=[O:26])[CH2:16][C:17]1[CH:25]=[CH:24][C:20]2[N:21]=[CH:22][S:23][C:19]=2[CH:18]=1.CN(C)P(N(C)C)(N(C)C)=O.CI>O1CCCC1.[NH4+].[Cl-]>[CH3:13][O:14][C:15](=[O:26])[CH:16]([C:17]1[CH:25]=[CH:24][C:20]2[N:21]=[CH:22][S:23][C:19]=2[CH:18]=1)[CH3:2] |f:6.7|. Procedure details: A solution of n-BuLi (2.5M in hexane, 27.0 ml) was added to a stirred solution of diisopropylamine (7.08 g, 70.0 mmol) in anhydrous tetrahydrofuran (150 ml) cooled to −30° C. under a nitrogen atmosphere. The mixture was stirred for 30 minutes the reaction mixture was cooled to −78° C. To this solution was added a solution of benzothiazol-6-yl-acetic acid methyl ester (10.4 g, 50.0 mmol) in 10 ml of tetrahydrofuran and hexamethylphosphoramide (13.5 g, 75.0 mmol). The mixture was stirred at −78° C... Reactants: C, COc1cccc2scc(C#Cc3ccc(C(=O)OCc4ccccc4)cc3)c12, C1CCOC1, [Pd]. Yields the product COc1cccc2scc(CCc3ccc(C(=O)OCc4ccccc4)cc3)c12. RXN SMILES: [C:35].[CH2:1]([c:2]1[cH:3][cH:4][cH:5][cH:6][cH:7]1)[O:8][C:9](=[O:10])[c:11]1[cH:12][cH:13][c:14]([C:17]#[C:18][c:19]2[c:20]3[c:21]([s:22][cH:23]2)[cH:24][cH:25][cH:26][c:27]3[O:28][CH3:29])[cH:15][cH:16]1.[O:30]1[CH2:31][CH2:32][CH2:33][CH2:34]1.[Pd:36]>>[CH2:1]([c:2]1[cH:3][cH:4][cH:5][cH:6][cH:7]1)[O:8][C:9](=[O:10])[c:11]1[cH:12][cH:13][c:14]([CH2:17][CH2:18][c:19]2[c:20]3[c:21]([s:22][cH:23]2)[cH:24][cH:25][cH:26][c:27]3[O:28][CH3:29])[cH:15][cH:16]1. As a reaction SMILES: [S:1]([Cl:5])(Cl)(=O)=O.[C:6]1([N:12]2[C:16](S)=[N:15][N:14]=[N:13]2)[CH:11]=[CH:10][CH:9]=[CH:8][CH:7]=1>ClCCl>[C:6]1([N:12]2[C:16]([S:1][Cl:5])=[N:15][N:14]=[N:13]2)[CH:7]=[CH:8][CH:9]=[CH:10][CH:11]=1. The solvent is ClCCl (dichloromethane). Reactants: S(=O)(=O)(Cl)Cl (Sulfuryl chloride), C1(=CC=CC=C1)N1N=NN=C1S (1-phenyl-5-mercaptotetrazole). The product is C1(=CC=CC=C1)N1N=NN=C1SCl (1-phenyltetrazol-5-sulfenyl chloride). Conditions: time 2 hour. Reported procedure: Sulfuryl chloride (4.5 grams, 0.056 mol) was added dropwise at 10° C. to a mixture comprised of 10 grams (0.056 mol) of 1-phenyl-5-mercaptotetrazole and 100 ml of dichloromethane: The reaction mixture was then stirred for 2 hours at room temperature, after which the low boiling point compounds were removed by distillation under reduced pressure at a temperature of from 30° C. to 40° C. and 1-phenyltetrazol-5-sulfenyl chloride was obtained. The reactants are [Al+3], [H-], [H-], [H-], [H-], [Li+], O=C1COc2cnccc2N1, [Na+], C1CCOC1, [OH-], O. Product: c1cc2c(cn1)OCCN2. Reaction SMILES: [Al+3:13].[H-:12].[H-:15].[H-:16].[H-:17].[Li+:14].[NH:1]1[c:2]2[c:3]([cH:8][n:9][cH:10][cH:11]2)[O:4][CH2:5][C:6]1=[O:7].[Na+:20].[O:21]1[CH2:22][CH2:23][CH2:24][CH2:25]1.[OH-:19].[OH2:18]>>[NH:1]1[c:2]2[c:3]([cH:8][n:9][cH:10][cH:11]2)[O:4][CH2:5][CH2:6]1. Reactants: BrC=1C=C(N)C=C(C1)C (3-bromo-5-methylaniline), C(C)(C)S(=O)(=O)Cl (isopropylsulfonylchloride), N1=CC=CC=C1 (pyridine). The solvent is C(Cl)Cl (DCM). Run at time 25 hour. Yields the product BrC=1C=C(C=C(C1)C)NS(=O)(=O)C(C)C (N-(3-bromo-5-methylphenyl)propane-2-sulfonamide). Isolated yield 86.4%. RXN SMILES: [Br:1][C:2]1[CH:3]=[C:4]([CH:6]=[C:7]([CH3:9])[CH:8]=1)[NH2:5].[CH:10]([S:13](Cl)(=[O:15])=[O:14])([CH3:12])[CH3:11].N1C=CC=CC=1>C(Cl)Cl>[Br:1][C:2]1[CH:3]=[C:4]([NH:5][S:13]([CH:10]([CH3:12])[CH3:11])(=[O:15])=[O:14])[CH:6]=[C:7]([CH3:9])[CH:8]=1. Procedure details: To a solution of 3-bromo-5-methylaniline (500 mg, 2.2 mmol) in DCM (5 mL), isopropylsulfonylchloride (0.3 mL, 2.7 mmol) was added, followed by the addition of pyridine (0.45 mL, 5.6 mmol). The reaction was stirred at room temperature for 25 hours at which time it was quenched with water and extracted with EtOAc. The organic layer was washed with brine, dried (MgSO4), and absorbed onto silica. Purification by flash chromatography (SiO2, 0-30% EtOAc in hexanes) afforded N-(3-bromo-5-methylphenyl)p... Starting materials: Cl (hydrochloric acid), C(C)(=O)O[BH-](OC(C)=O)OC(C)=O.[Na+] (Sodium triacetoxyborohydride), ClC1=NC=CC2=CC(=CC=C12)OC1CNCCC1 (1-chloro-6-(piperidin-3-yloxy)isoquinoline), C(C1=CC=CC=C1)=O (benzaldehyde). Reagents/catalysts: C(C)(=O)O (acetic acid). Solvent: CN(C=O)C (N, N-dimethylformamide). Reaction conditions: temperature 180 celsius, time 17 hour. Yields the product C(C1=CC=CC=C1)N1CC(CCC1)OC=1C=C2C=CNC(C2=CC1)=O (6-(1-benzylpiperidin-3-yloxy)-2H-isoquinolin-1-one). RXN SMILES: C(O[BH-](O[C:11](=[O:13])[CH3:12])OC(=O)C)(=O)C.[Na+].ClC1C2[C:20](=[CH:21][C:22]([O:26][CH:27]3[CH2:32][CH2:31][CH2:30][NH:29][CH2:28]3)=[CH:23][CH:24]=2)[CH:19]=[CH:18][N:17]=1.[CH:33](=O)[C:34]1[CH:39]=[CH:38][CH:37]=[CH:36][CH:35]=1.Cl>C(O)(=O)C.CN(C)C=O>[CH2:33]([N:29]1[CH2:30][CH2:31][CH2:32][CH:27]([O:26][C:22]2[CH:21]=[C:20]3[C:12](=[CH:24][CH:23]=2)[C:11](=[O:13])[NH:17][CH:18]=[CH:19]3)[CH2:28]1)[C:34]1[CH:39]=[CH:38][CH:37]=[CH:36][CH:35]=1 |f:0.1|. Reported procedure: Sodium triacetoxyborohydride (100 mg, 3.9 mol eq) was added to a solution of 1-chloro-6-(piperidin-3-yloxy)isoquinoline (40mg), acetic acid (1 drops) and benzaldehyde (40 μl) in N, N-dimethylformamide (0.5 ml) and shaken for 17 hours. The reactions were quenched with water (0.5 ml) and shaken for 1 h then loaded onto a pre-acidified SCX column using methanol and eluted with 2M ammonia in methanol. The product was concentrated in vacuo to give a residue which was treated with 5M aqueous hydrochlo... Reactants: C(C1=CC=CC=C1)OC=1C=CC=2C3=C(C(=NC2C1)NC(C(Cl)(Cl)Cl)=O)N=C(S3)CCC (N-(7-benzyloxy-2-propylthiazolo[4,5-c]quinolin-4-yl)-2,2,2-trichloroacetamide), C[O-].[Na+] (NaOMe). The solvent is CO (methanol). Yields the product C(C1=CC=CC=C1)OC=1C=CC=2C3=C(C(=NC2C1)N)N=C(S3)CCC (7-benzyloxy-2-propylthiazolo[4,5-c]quinolin-4-amine). RXN SMILES: [CH2:1]([O:8][C:9]1[CH:10]=[CH:11][C:12]2[C:13]3[S:28][C:27]([CH2:29][CH2:30][CH3:31])=[N:26][C:14]=3[C:15]([NH:19]C(=O)C(Cl)(Cl)Cl)=[N:16][C:17]=2[CH:18]=1)[C:2]1[CH:7]=[CH:6][CH:5]=[CH:4][CH:3]=1.C[O-].[Na+]>CO>[CH2:1]([O:8][C:9]1[CH:10]=[CH:11][C:12]2[C:13]3[S:28][C:27]([CH2:29][CH2:30][CH3:31])=[N:26][C:14]=3[C:15]([NH2:19])=[N:16][C:17]=2[CH:18]=1)[C:2]1[CH:3]=[CH:4][CH:5]=[CH:6][CH:7]=1 |f:1.2|. Procedure: To a magnetically stirred mixture of N-(7-benzyloxy-2-propylthiazolo[4,5-c]quinolin-4-yl)-2,2,2-trichloroacetamide (prepared as described above in Part H, 6.96 g, 14.9 mmol) in methanol (100 mL) at rt was added NaOMe (25 wt. % solution in MeOH, 11.3 mL, 52.1 mmol). After a few minutes a solution formed from which a solid precipitated. The reaction mixture was concentrated in vacuo and dried under vacuum. The resulting solid was suspended in a minimal amount of methanol (50 mL) and was isolated b...